This data is from the Open Reaction Database (ORD), a public repository of structured organic reaction records. The task is: describe an organic reaction: reactants, conditions, products, and yield Reactants: c1cc(CCCNCCCNCCC23CC4CC(CC(C4)C2)C3)ccn1, O=C(n1ccnc1)n1ccnc1, ClCCl. The product is O=C1N(CCCc2ccncc2)CCCN1CCC12CC3CC(CC(C3)C1)C2. RXN SMILES: [C:1]12([CH2:11][CH2:12][NH:13][CH2:14][CH2:15][CH2:16][NH:17][CH2:18][CH2:19][CH2:20][c:21]3[cH:22][cH:23][n:24][cH:25][cH:26]3)[CH2:2][CH:3]3[CH2:4][CH:5]([CH2:6][CH:7]([CH2:8]1)[CH2:9]3)[CH2:10]2.[C:27](=[O:28])([n:29]1[cH:30][cH:31][n:32][cH:33]1)[n:34]1[cH:35][cH:36][n:37][cH:38]1.[CH2:39]([Cl:40])[Cl:41]>>[C:1]12([CH2:11][CH2:12][N:13]3[CH2:14][CH2:15][CH2:16][N:17]([CH2:18][CH2:19][CH2:20][c:21]4[cH:22][cH:23][n:24][cH:25][cH:26]4)[C:27]3=[O:28])[CH2:2][CH:3]3[CH2:4][CH:5]([CH2:6][CH:7]([CH2:8]1)[CH2:9]3)[CH2:10]2. Starting materials: BrC1[C@H]2CC(C2CC1Br)=O ((1S)-2,3-dibromo-bicyclo[3.2.0]heptan-6-one), C(C)(C)(C)[Si](OCCCCCCCCCNC)(C)C ([9-(tert-butyl-dimethyl-silanyloxy)-nonyl]-methyl-amine). The solvent is CC(=O)C (acetone). Reaction conditions: time 3 day. The product is BrC1[C@H]2CC([C@@H](C1)[C@@H]2N(C)CCCCCCCCCO[Si](C)(C)C(C)(C)C)=O ((1S,4S,7S)-5-Bromo-7-{[9-(tert-butyl-dimethyl-silanyloxy)-nonyl]-methyl-amino}-bicyclo[2.2.1]heptan-2-one). Reaction SMILES: Br[CH:2]1[CH:8]([Br:9])[CH2:7][CH:6]2[C@@H:3]1[CH2:4][C:5]2=[O:10].[C:11]([Si:15]([CH3:29])([CH3:28])[O:16][CH2:17][CH2:18][CH2:19][CH2:20][CH2:21][CH2:22][CH2:23][CH2:24][CH2:25][NH:26][CH3:27])([CH3:14])([CH3:13])[CH3:12]>CC(C)=O>[Br:9][CH:8]1[CH2:7][C@H:6]2[C@H:3]([N:26]([CH2:25][CH2:24][CH2:23][CH2:22][CH2:21][CH2:20][CH2:19][CH2:18][CH2:17][O:16][Si:15]([C:11]([CH3:14])([CH3:13])[CH3:12])([CH3:29])[CH3:28])[CH3:27])[C@@H:2]1[CH2:4][C:5]2=[O:10]. Procedure: To a solution of (1S)-2,3-dibromo-bicyclo[3.2.0]heptan-6-one (2.15 g, 8.02 mmol) in acetone (20 mL) was added [9-(tert-butyl-dimethyl-silanyloxy)-nonyl]-methyl-amine (5.77 g, 12.3 mmol) and the reaction mixture was stirred at RT for 3 days. After evaporation of the solvent the residue was taken up in diethyl ether/ethyl acetate and washed with a satd NaHCO3 (aq)/brine mixture. The aqueous layer was extracted with diethyl ether. The combined organic layers were dried (Na2SO4), filtered, and conce... Starting materials: Cc1cc2cc(O)ccc2[nH]1, O=C(c1cc2nccc(Cl)c2s1)N1CCCC1CO. Yields the product Cc1cc2cc(Oc3ccnc4cc(C(=O)N5CCCC5CO)sc34)ccc2[nH]1. Reaction SMILES: [CH3:20][c:21]1[nH:22][c:23]2[cH:24][cH:25][c:26]([OH:30])[cH:27][c:28]2[cH:29]1.[Cl:1][c:2]1[c:3]2[c:4]([n:5][cH:6][cH:7]1)[cH:8][c:9]([C:11](=[O:12])[N:13]1[CH:14]([CH2:18][OH:19])[CH2:15][CH2:16][CH2:17]1)[s:10]2>>[c:2]1([O:30][c:26]2[cH:25][cH:24][c:23]3[nH:22][c:21]([CH3:20])[cH:29][c:28]3[cH:27]2)[c:3]2[c:4]([n:5][cH:6][cH:7]1)[cH:8][c:9]([C:11](=[O:12])[N:13]1[CH:14]([CH2:18][OH:19])[CH2:15][CH2:16][CH2:17]1)[s:10]2. The reactants are CN(C)C=O, [N-]=[N+]=[N-], CC(C)(C)OC(=O)N1CCC(N=[N+]=[N-])C(OS(C)(=O)=O)C1, [Na+]. The product is CC(C)(C)OC(=O)N1CCC(N=[N+]=[N-])C(N=[N+]=[N-])C1. Reaction SMILES: [CH3:26][N:27]([CH3:28])[CH:29]=[O:30].[N-:2]=[N+:3]=[N-:4].[N:5](=[N+:6]=[N-:7])[CH:8]1[CH:9]([O:21][S:22]([CH3:23])(=[O:24])=[O:25])[CH2:10][N:11]([C:14](=[O:15])[O:16][C:17]([CH3:18])([CH3:19])[CH3:20])[CH2:12][CH2:13]1.[Na+:1]>>[N:2](=[N+:3]=[N-:4])[CH:9]1[CH:8]([N:5]=[N+:6]=[N-:7])[CH2:13][CH2:12][N:11]([C:14](=[O:15])[O:16][C:17]([CH3:18])([CH3:19])[CH3:20])[CH2:10]1.